The task is: describe an organic reaction: reactants, conditions, products, and yield. This data is from the Open Reaction Database (ORD), a public repository of structured organic reaction records. Starting materials: BrC=1C=C2C(=C(C=NC2=CC1)C(=O)C1CC1)N[C@@H]1CC[C@H](CC1)NC(OC(C)(C)C)=O (tert-butyl trans-4-[6-bromo-3-(cyclopropanecarbonyl)quinolin-4-ylamino]cyclohexylcarbamate), COC1=C(C=CC(=C1)B1OC(C(O1)(C)C)(C)C)O (2-methoxy-4-(4,4,5,5-tetramethyl-1,3,2-dioxaborolan-2-yl)phenol). Yields the product C1(CC1)C(=O)C=1C=NC2=CC=C(C=C2C1N[C@@H]1CC[C@H](CC1)NC(OC(C)(C)C)=O)C1=CC(=C(C=C1)O)OC (tert-Butyl trans-4-[3-(cyclopropanecarbonyl)-6-(4-hydroxy-3-methoxyphenyl)quinolin-4-ylamino]cyclohexylcarbamate). Yield: 84.6%. Reaction SMILES: Br[C:2]1[CH:3]=[C:4]2[C:9](=[CH:10][CH:11]=1)[N:8]=[CH:7][C:6]([C:12]([CH:14]1[CH2:16][CH2:15]1)=[O:13])=[C:5]2[NH:17][C@H:18]1[CH2:23][CH2:22][C@H:21]([NH:24][C:25](=[O:31])[O:26][C:27]([CH3:30])([CH3:29])[CH3:28])[CH2:20][CH2:19]1.[CH3:32][O:33][C:34]1[CH:39]=[C:38](B2OC(C)(C)C(C)(C)O2)[CH:37]=[CH:36][C:35]=1[OH:49]>>[CH:14]1([C:12]([C:6]2[CH:7]=[N:8][C:9]3[C:4]([C:5]=2[NH:17][C@H:18]2[CH2:23][CH2:22][C@H:21]([NH:24][C:25](=[O:31])[O:26][C:27]([CH3:29])([CH3:30])[CH3:28])[CH2:20][CH2:19]2)=[CH:3][C:2]([C:38]2[CH:37]=[CH:36][C:35]([OH:49])=[C:34]([O:33][CH3:32])[CH:39]=2)=[CH:11][CH:10]=3)=[O:13])[CH2:16][CH2:15]1. Procedure details: Following general procedure D, tert-butyl trans-4-[6-bromo-3-(cyclopropanecarbonyl)quinolin-4-ylamino]cyclohexylcarbamate (49 mg, 0.100 mmol) was reacted with 2-methoxy-4-(4,4,5,5-tetramethyl-1,3,2-dioxaborolan-2-yl)phenol (50 mg, 0.200 mmol) to afford the desired product (45 mg, 85%) as an off-white solid: ESI MS m/z 532 [C31H37N3O5+H]+.